This data is from the Open Reaction Database (ORD), a public repository of structured organic reaction records. The task is: describe an organic reaction: reactants, conditions, products, and yield Starting materials: C1(CCC(CC1)=O)C1CCC(CC1)=O (bicyclohexyl-4,4′-dione), O.O.O.[F-].C(CCC)[N+](CCCC)(CCCC)CCCC (tetrabutylammonium fluoride trihydrate), C1CCOC1 (THF), [F-].[K+] (potassium fluoride). Run in CO (methanol). Conditions: time 2 day. The product is C(#C)C1(CCC(CC1)C1CCC(CC1)(O)C#C)O (4,4′-diethynylbicyclohexyl-4,4′-diol). RXN SMILES: [CH:1]1([CH:8]2[CH2:13][CH2:12][C:11](=[O:14])[CH2:10][CH2:9]2)[CH2:6][CH2:5][C:4](=[O:7])[CH2:3][CH2:2]1.O.O.O.[F-].[CH2:19]([N+](CCCC)(CCCC)CCCC)[CH2:20]CC.[F-].[K+].[CH2:38]1COC[CH2:39]1>CO>[C:19]([C:4]1([OH:7])[CH2:5][CH2:6][CH:1]([CH:8]2[CH2:9][CH2:10][C:11]([C:38]#[CH:39])([OH:14])[CH2:12][CH2:13]2)[CH2:2][CH2:3]1)#[CH:20] |f:1.2.3.4.5,6.7|. Reported procedure: 30.00 g of bicyclohexyl-4,4′-dione and 3.89 g of tetrabutylammonium fluoride trihydrate are dissolved in 350 ml of THF, and 30.33 g of trimethylsiylacetylene are added dropwise at RT. The reaction mixture is stirred for 2 days, a suspension of 44.86 g of potassium fluoride in 160 ml of methanol is subsequently added, and the mixture is stirred for a further 3 days. Conventional work-up gives 4,4′-diethynylbicyclohexyl-4,4′-diol. Reactants: C([O-])([O-])=O.[Na+].[Na+] (sodium carbonate), ClC1=C(C=NC2=CC(=C(C=C12)OCC)OCC)C#N (4-chloro-6,7-diethoxy-quinoline-3-carbonitrile), NC1=CC=C2CCC(C2=C1)=O (6-Amino-1-Indanone), Cl.N1=CC=CC=C1 (pyridine hydrochloride), ice water. Solvent: COCCO (2-methoxyethanol). Reaction conditions: temperature 100 celsius. Yields the product C(C)OC=1C=C2C(=C(C=NC2=CC1OCC)C#N)NC=1C=C2CCC(C2=CC1)=O (6,7-Diethoxy-4-(1-oxo-indan-5-ylamino)-quinoline-3-carbonitrile). Yield: 89.5%. As a reaction SMILES: Cl[C:2]1[C:11]2[C:6](=[CH:7][C:8]([O:15][CH2:16][CH3:17])=[C:9]([O:12][CH2:13][CH3:14])[CH:10]=2)[N:5]=[CH:4][C:3]=1[C:18]#[N:19].N[C:21]1[CH:29]=[C:28]2[C:24]([CH2:25][CH2:26][C:27]2=[O:30])=[CH:23][CH:22]=1.Cl.[N:32]1C=CC=CC=1.C(=O)([O-])[O-].[Na+].[Na+]>COCCO>[CH2:13]([O:12][C:9]1[CH:10]=[C:11]2[C:6](=[CH:7][C:8]=1[O:15][CH2:16][CH3:17])[N:5]=[CH:4][C:3]([C:18]#[N:19])=[C:2]2[NH:32][C:22]1[CH:23]=[C:24]2[C:28](=[CH:29][CH:21]=1)[C:27](=[O:30])[CH2:26][CH2:25]2)[CH3:14] |f:2.3,4.5.6|. Procedure: A solution of 400 mg (1.44 mM) of 4-chloro-6,7-diethoxy-quinoline-3-carbonitrile, 227 mg (1.54 mM) of 6-Amino-1-Indanone and 161 mg (1.44 mM) of pyridine hydrochloride in 12 ml of 2-methoxyethanol was refluxed for 3 hours. To the warm solution was added 1 ml of 1M sodium carbonate and the sample was heated for 5 minutes at 100° C., then poured into 300 ml of ice water. The solid was collected, washed with water followed by ether and dried under vacuum at 80° C. to yield 483 mg of 6,7-Diethoxy-4-... The yield is 57.0%. Starting materials: FC1=C(C(=CC(=C1)F)N1CCOCC1)N (2,4-Difluoro-6-morpholin-4-yl-phenylamine), ClC1=NC=C(C(=N1)Cl)Cl (2,4,5-Trichloropyrimidine). As a reaction SMILES: [F:1][C:2]1[CH:7]=[C:6]([F:8])[CH:5]=[C:4]([N:9]2[CH2:14][CH2:13][O:12][CH2:11][CH2:10]2)[C:3]=1[NH2:15].[Cl:16][C:17]1[N:22]=[C:21](Cl)[C:20]([Cl:24])=[CH:19][N:18]=1>>[Cl:16][C:17]1[N:22]=[C:21]([NH:15][C:3]2[C:4]([N:9]3[CH2:14][CH2:13][O:12][CH2:11][CH2:10]3)=[CH:5][C:6]([F:8])=[CH:7][C:2]=2[F:1])[C:20]([Cl:24])=[CH:19][N:18]=1. Procedure: (2,5-Dichloro-pyrimidin-4-yl)-(2,4-difluoro-6-morpholin-4-yl-phenyl)-amine was prepared from 2,4-Difluoro-6-morpholin-4-yl-phenylamine and 2,4,5-Trichloropyrimidine in an analogous manner to Example 1230a. Title compound was isolated as an off-white foam (337 mg, 57%) HPLC 97% purity, LCMS 363.10 (M+H), 1H-NMR (CDCl3, 400 MHz) δ 8.23 (s, 1H), 6.90 (s, 1H), 6.72 (dd, 1H), 6.64 (d, J=9.6 Hz, 1H), 3.79-3.77 (m, 4H), 2.90-2.87 (m, 4H). Product: ClC1=NC=C(C(=N1)NC1=C(C=C(C=C1N1CCOCC1)F)F)Cl ((2,5-Dichloro-pyrimidin-4-yl)-(2,4-difluoro-6-morpholin-4-yl-phenyl)-amine), foam. The reactants are CS(=O)C (dimethylsulfoxide), O.COC1=C(C=CC=C1)C(=O)C=O (2-methoxyphenylglyoxal hydrate), CC(CC1=CC2=C(C=C1)OCO2)(C)N (α,α-dimethyl-3,4-methylenedioxyphenethylamine), CS(=O)C (dimethylsulfoxide). Reaction conditions: time 45 minute. Product: CC(CC1=CC2=C(C=C1)OCO2)(C)N=C(C(=O)C2=CC=CC=C2)OC (α-(α,α-dimethyl-3,4-methylenedioxyphenethylimino)-2-methoxyacetophenone). As a reaction SMILES: O.CO[C:4]1[CH:9]=[CH:8][CH:7]=[CH:6][C:5]=1[C:10]([CH:12]=[O:13])=[O:11].[CH3:14][C:15]([NH2:27])([CH3:26])[CH2:16][C:17]1[CH:22]=[CH:21][C:20]2[O:23][CH2:24][O:25][C:19]=2[CH:18]=1.[CH3:28]S(C)=O>>[CH3:26][C:15]([N:27]=[C:12]([O:13][CH3:28])[C:10]([C:5]1[CH:4]=[CH:9][CH:8]=[CH:7][CH:6]=1)=[O:11])([CH3:14])[CH2:16][C:17]1[CH:22]=[CH:21][C:20]2[O:23][CH2:24][O:25][C:19]=2[CH:18]=1 |f:0.1|. Reported procedure: A mixture of 590 mg of 2-methoxyphenylglyoxal hydrate, 500 mg of α,α-dimethyl-3,4-methylenedioxyphenethylamine and 1.5 ml of dimethylsulfoxide is stirred at room temperature for 45 minutes, whereby a solution of α-(α,α-dimethyl-3,4-methylenedioxyphenethylimino)-2-methoxyacetophenone in dimethylsulfoxide is obtained.